From a dataset of the Open Reaction Database (ORD), a public repository of structured organic reaction records. describe an organic reaction: reactants, conditions, products, and yield The reactants are C(C)N1C(C=C(C2=CC=CC=C12)CS(=O)(=O)Cl)(C)C ((1-ethyl-2,2-dimethyl-1,2-dihydroquinol-4-yl)-methanesulfonic acid chloride), C(C)N1C(C=C(C2=CC=C(C=C12)OC)CS(=O)(=O)O)(C)C ((1-ethyl-7-methoxy-2,2-dimethyl-1,2-dihydroquinol-4-yl)-methanesulfonic acid), P(Cl)(Cl)(Cl)(Cl)Cl (phosphorus pentachloride). Run in C1=CC=CC=C1 (benzene). Yields the product C(C)N1C(C=C(C2=CC=C(C=C12)OC)CS(=O)(=O)Cl)(C)C ((1-Ethyl-7-methoxy-2,2-dimethyl-1,2-dihydroquinol-4-yl)-methanesulfonic acid chloride), acid chloride. Yield: 73.0%. As a reaction SMILES: [CH2:1]([N:3]1[C:12]2[C:7](=[CH:8][CH:9]=[CH:10][CH:11]=2)[C:6]([CH2:13][S:14]([Cl:17])(=[O:16])=[O:15])=[CH:5][C:4]1([CH3:19])[CH3:18])[CH3:2].C(N1C2C(=CC=[C:29]([O:32]C)C=2)C(CS(O)(=O)=O)=CC1(C)C)C.P(Cl)(Cl)(Cl)(Cl)Cl>C1C=CC=CC=1>[CH2:1]([N:3]1[C:12]2[C:7](=[CH:8][CH:9]=[C:10]([O:32][CH3:29])[CH:11]=2)[C:6]([CH2:13][S:14]([Cl:17])(=[O:16])=[O:15])=[CH:5][C:4]1([CH3:18])[CH3:19])[CH3:2]. Reported procedure: (1-Ethyl-7-methoxy-2,2-dimethyl-1,2-dihydroquinol-4-yl)-methanesulfonic acid chloride (16) is prepared similarly to compound (9) from compound (15) and phosphorus pentachloride in dry benzene. The acid chloride that is obtained is immediately used for further reaction. Reactants: O=C[C@@H](O)[C@@H](O)[C@H](O)[C@H](O)CO (D-Mannose), C([O-])(O)=O.[Na+] (sodium bicarbonate), CC(CC(C)=O)=O (2,4-Pentanedione). Solvent: O (water). Conditions: temperature 90 celsius, time 12 hour. Yields the product OC1C(OC(C(C1O)O)CO)CC(C)=O (1-(3,4,5-trihydroxy-6-hydroxymethyl-tetrahydro-pyran-2-yl)-propan-2-one). Reaction SMILES: O=[CH:2][C@H:3]([C@H:5]([C@@H:7]([C@@H:9]([CH2:11][OH:12])[OH:10])[OH:8])[OH:6])[OH:4].C(=O)(O)[O-].[Na+].CC(=O)[CH2:20][C:21](=[O:23])[CH3:22]>O>[OH:4][CH:3]1[CH:5]([OH:6])[CH:7]([OH:8])[CH:9]([CH2:11][OH:12])[O:10][CH:2]1[CH2:20][C:21](=[O:23])[CH3:22] |f:1.2|. Procedure: Using a variation of the method described by (Rodrigues et al, 2000) to a solution of D-Mannose (18 g, 100 mmol), dissolved in distilled water (400 ml), was added sodium bicarbonate (12.6 g; 150 mmol). 2,4-Pentanedione (12.32 ml, 120 mmol) was added to the solution and the mixture allowed to stir at 90° C. for 12 hours. Afterwards the solution was washed with dichloromethane (2 ×250 ml) and the aqueous phase treated with Dowex ion exchange resin (50W-X8, H+ form) until the pH was stable at ˜4. T... The product is CC(C)c1ccc(C(=O)c2cccc(O)c2N)cc1. Reaction SMILES: [B:21]([Br:22])([Br:23])[Br:24].[Cl:30][CH2:31][Cl:32].[NH2:1][c:2]1[c:3]([C:10](=[O:11])[c:12]2[cH:13][cH:14][c:15]([CH:18]([CH3:19])[CH3:20])[cH:16][cH:17]2)[cH:4][cH:5][cH:6][c:7]1[O:8][CH3:9].[O-:25][S:26](=[O:27])(=[O:28])[S-:29]>>[NH2:1][c:2]1[c:3]([C:10](=[O:11])[c:12]2[cH:13][cH:14][c:15]([CH:18]([CH3:19])[CH3:20])[cH:16][cH:17]2)[cH:4][cH:5][cH:6][c:7]1[OH:8]. Starting materials: BrB(Br)Br, ClCCl, COc1cccc(C(=O)c2ccc(C(C)C)cc2)c1N, O=S(=O)([O-])[S-]. The reactants are C(C1=CC=CC=C1)OC(CN)=O (glycine benzyl ester), C1CCC(CC1)N=C=NC2CCCCC2 (DCC), C(C1=CC=CC=C1)C(C(=O)O)=C (2-benzyl acrylic acid), C=1C=CC2=C(C1)N=NN2O (HOBT). Run in C1CCOC1 (THF), C(C)N(CC)CC (triethylamine), C1CCOC1 (THF), C(Cl)(Cl)Cl (CHCl3). Run at time 20 hour. The product is C(C1=CC=CC=C1)OC(CNC(C(=C)CC1=CC=CC=C1)=O)=O (N-(2-benzyl propenoyl)-glycine benzyl ester). As a reaction SMILES: [CH2:1]([C:8](=[CH2:12])[C:9]([OH:11])=O)[C:2]1[CH:7]=[CH:6][CH:5]=[CH:4][CH:3]=1.[CH2:13]([O:20][C:21](=[O:24])[CH2:22][NH2:23])[C:14]1[CH:19]=[CH:18][CH:17]=[CH:16][CH:15]=1.C1C=CC2N(O)N=NC=2C=1.C1CCC(N=C=NC2CCCCC2)CC1>C1COCC1.C(Cl)(Cl)Cl.C(N(CC)CC)C>[CH2:13]([O:20][C:21](=[O:24])[CH2:22][NH:23][C:9](=[O:11])[C:8]([CH2:1][C:2]1[CH:3]=[CH:4][CH:5]=[CH:6][CH:7]=1)=[CH2:12])[C:14]1[CH:19]=[CH:18][CH:17]=[CH:16][CH:15]=1. Procedure details: 2.42 g (15 mmoles) of 2-benzyl acrylic acid are dissolved in 30 ml of THF and 10 ml of CHCl3. There is added a solution in 50 ml of THF of 1.87 g of glycine benzyl ester hydrochlorate, 2.2 g of triethylamine, then 2.20 g of HOBT and 3.4 g of DCC. The mixture is stirred for 20 hours at room temperature. The precipitate of DCU formed is collected. After evaporating to dryness and taking up with ethyl acetate the organic phase is washed in succession with 2×20 ml of citric acid, then 3×20 ml of NaH... The reactants are ClC1=C(C=CC=C1)C(CCCCN1CCC(CC1)C=1C=C(C=CC1)NC(C(C)C)=O)=O (N-(3-{1-[5-(2-chlorophenyl)-5-oxopentyl]-4-piperidinyl}phenyl)-2-methylpropanamide), CN(N)C1=CC=CC=C1 (1-methyl-1-phenylhydrazine). The product is ClC1=C(C=CC=C1)C=1N(C2=CC=CC=C2C1CCCN1CCC(CC1)C=1C=C(C=CC1)NC(C(C)C)=O)C (N-[3-(1-{3-[2-(2-CHLOROPHENYL)-1-METHYL-1H-INDOL-3-YL]PROPYL}-4-PIPERIDINYL)PHENYL]-2-METHYLPROPANAMIDE). Reaction SMILES: [Cl:1][C:2]1[CH:7]=[CH:6][CH:5]=[CH:4][C:3]=1[C:8](=O)[CH2:9][CH2:10][CH2:11][CH2:12][N:13]1[CH2:18][CH2:17][CH:16]([C:19]2[CH:20]=[C:21]([NH:25][C:26](=[O:30])[CH:27]([CH3:29])[CH3:28])[CH:22]=[CH:23][CH:24]=2)[CH2:15][CH2:14]1.[CH3:32][N:33]([C:35]1[CH:40]=[CH:39][CH:38]=[CH:37][CH:36]=1)N>>[Cl:1][C:2]1[CH:7]=[CH:6][CH:5]=[CH:4][C:3]=1[C:8]1[N:33]([CH3:32])[C:35]2[C:40]([C:9]=1[CH2:10][CH2:11][CH2:12][N:13]1[CH2:18][CH2:17][CH:16]([C:19]3[CH:20]=[C:21]([NH:25][C:26](=[O:30])[CH:27]([CH3:29])[CH3:28])[CH:22]=[CH:23][CH:24]=3)[CH2:15][CH2:14]1)=[CH:39][CH:38]=[CH:37][CH:36]=2. Reported procedure: Prepared by Procedure E and Scheme M using N-(3-{1-[5-(2-chlorophenyl)-5-oxopentyl]-4-piperidinyl}phenyl)-2-methylpropanamide and 1-methyl-1-phenylhydrazine: ESMS m/e: 528.2 (M+H)+. Starting materials: O.O.[Sn](Cl)Cl (Tin(II) chloride dihydrate), NC=1C=NC(=CC1)S(=O)(=O)C (3-amino-6-(methylsulfonyl)pyridine), N(=O)[O-].[Na+] (sodium nitrite), [OH-].[Na+] (sodium hydroxide). Solvent: Cl (hydrochloric acid), O1CCCC1 (tetrahydrofuran), Cl (hydrochloric acid), O (water). Reaction conditions: time 2 hour. Yields the product N(N)C=1C=CC(=NC1)S(=O)(=O)C (5-Hydrazino-2-(Methylsulfonyl)Pyridine). Yield: 79.1%. As a reaction SMILES: [NH2:1][C:2]1[CH:3]=[N:4][C:5]([S:8]([CH3:11])(=[O:10])=[O:9])=[CH:6][CH:7]=1.[N:12]([O-])=O.[Na+].O.O.[Sn](Cl)Cl.[OH-].[Na+]>Cl.O.O1CCCC1>[NH:1]([C:2]1[CH:7]=[CH:6][C:5]([S:8]([CH3:11])(=[O:10])=[O:9])=[N:4][CH:3]=1)[NH2:12] |f:1.2,3.4.5,6.7|. Reported procedure: To a solution of 3-amino-6-(methylsulfonyl)pyridine (3.72 g, 21.6 mmol) in concentrated hydrochloric acid (30 mL), sodium nitrite (1.78 g, 25.7 mmol) in water (20 mL) was added dropwise at −10° C. to −15° C. and the mixture was stirred for 2 hours at −10° C to −5° C. (Note: the reaction was monitored by thin layer chromatography to make sure all the starting material was consumed). Tin(II) chloride dihydrate (20 g, 88.6 mmol) in concentrated hydrochloric acid (30 mL) was added dropwise at −5° C.... Starting materials: NCCC(=O)O (β-alanine), [OH-].[Na+] (sodium hydroxide), Cl.C(C1=CN=CC=C1)(=O)Cl (nicotinoyl chloride hydrochloride). Run in O (water). Reaction conditions: time 5 hour. Product: C(C1=CN=CC=C1)(=O)NCCC(=O)O (N-nicotinoyl-β-alanine). The yield is 96.5%. Reaction SMILES: [NH2:1][CH2:2][CH2:3][C:4]([OH:6])=[O:5].[OH-].[Na+].Cl.[C:10](Cl)(=[O:17])[C:11]1[CH:16]=[CH:15][CH:14]=[N:13][CH:12]=1>O>[C:10]([NH:1][CH2:2][CH2:3][C:4]([OH:6])=[O:5])(=[O:17])[C:11]1[CH:16]=[CH:15][CH:14]=[N:13][CH:12]=1 |f:1.2,3.4|. Procedure details: Ten grams of β-alanine and 9 g of sodium hydroxide were dissolved in 100 mL of purified water, and 18.15 g of nicotinoyl chloride hydrochloride were added dropwise under freezing conditions. After stirring for five hours, the product was filtered, the resulting crude product was recrystallized with aqueous ethanol, and 19.1 g of the desired product was obtained (yield of 84%). Reactants: C=C(C)n1c(=O)[nH]c2ccccc21, O=C([O-])[O-], CN(C)C=O, ClCCBr, [K+], [K+], O. Product: C=C(C)n1c(=O)n(CCCl)c2ccccc21. RXN SMILES: [C:11](=[CH2:12])([CH3:13])[n:14]1[c:15](=[O:23])[nH:16][c:17]2[c:18]1[cH:19][cH:20][cH:21][cH:22]2.[C:5](=[O:6])([O-:7])[O-:8].[CH3:25][N:26]([CH3:27])[CH:28]=[O:29].[Cl:1][CH2:2][CH2:3][Br:4].[K+:10].[K+:9].[OH2:24]>>[Cl:1][CH2:2][CH2:3][n:16]1[c:15](=[O:23])[n:14]([C:11](=[CH2:12])[CH3:13])[c:18]2[c:17]1[cH:22][cH:21][cH:20][cH:19]2.